From a dataset of the Open Reaction Database (ORD), a public repository of structured organic reaction records. describe an organic reaction: reactants, conditions, products, and yield Reactants: Cl.BrC=1C=CC2=C(CN([C@@H](CN2CC=2C=NC=CC2)CC2=CC=CC=C2)S(=O)(=O)C)C1 ((R)-7-Bromo-2,3,4,5-tetrahydro-4-(methylsulfonyl)-1-(3-pyridinylmethyl)-3-(phenylmethyl)-1H-1,4-benzodiazepine, Hydrochloride), BrN1C(CCC1=O)=O (N-bromosuccinimide). Solvent: CO (methanol), O (water). Conditions: time 1 hour. Yields the product Cl.BrC=1C=C(C2=C(CN([C@@H](CN2CC=2C=NC=CC2)CC2=CC=CC=C2)S(=O)(=O)C)C1)Br ((R)-7,9-Dibromo-2,3,4,5-tetrahydro-4-(methylsulfonyl)-1-(3-pyridinylmethyl)-3-(phenylmethyl)-1H-1,4-benzodiazepine, Hydrochloride). The yield is 39.1%. RXN SMILES: [ClH:1].[Br:2][C:3]1[CH:4]=[CH:5][C:6]2[N:12]([CH2:13][C:14]3[CH:15]=[N:16][CH:17]=[CH:18][CH:19]=3)[CH2:11][C@@H:10]([CH2:20][C:21]3[CH:26]=[CH:25][CH:24]=[CH:23][CH:22]=3)[N:9]([S:27]([CH3:30])(=[O:29])=[O:28])[CH2:8][C:7]=2[CH:31]=1.[Br:32]N1C(=O)CCC1=O>CO.O>[ClH:1].[Br:2][C:3]1[CH:4]=[C:5]([Br:32])[C:6]2[N:12]([CH2:13][C:14]3[CH:15]=[N:16][CH:17]=[CH:18][CH:19]=3)[CH2:11][C@@H:10]([CH2:20][C:21]3[CH:26]=[CH:25][CH:24]=[CH:23][CH:22]=3)[N:9]([S:27]([CH3:30])(=[O:29])=[O:28])[CH2:8][C:7]=2[CH:31]=1 |f:0.1,5.6|. Reported procedure: To a stirred solution of the compound (200 mg) of Example 16 in methanol and water (7.5 mL/0.5 mL), was added N-bromosuccinimide (73 mg). The mixture was allowed to stir for 1 h, and solvent was removed. The residue was purified by silica gel column chromatography (ethyl acetate/hexanes) to give a solid (90 mg, 35%). (M+H): 564. The reactants are ClC1=NC=CC=C1C(=O)NC1=CC=C(C=C1)C(C)C ((2-chloro(3-pyridyl))-N-(4-isopropylphenyl)carboxamide), NC1=CC=C2C=NNC2=C1 (6-aminoindazole). The solvent is C(Cl)Cl (CH2Cl2), CN1CCCC1=O (NMP). Yields the product Cl.N1N=CC2=CC=C(C=C12)NC1=NC=CC=C1C(=O)NC1=CC=C(C=C1)C(C)C ([2-(1H-indazol-6-ylamino)(3-pyridyl)]-N-[4-(methylethyl)phenyl]carboxamide hydrochloride). Reaction SMILES: [Cl:1][C:2]1[C:7]([C:8]([NH:10][C:11]2[CH:16]=[CH:15][C:14]([CH:17]([CH3:19])[CH3:18])=[CH:13][CH:12]=2)=[O:9])=[CH:6][CH:5]=[CH:4][N:3]=1.[NH2:20][C:21]1[CH:29]=[C:28]2[C:24]([CH:25]=[N:26][NH:27]2)=[CH:23][CH:22]=1>CN1C(=O)CCC1.C(Cl)Cl>[ClH:1].[NH:27]1[C:28]2[C:24](=[CH:23][CH:22]=[C:21]([NH:20][C:2]3[C:7]([C:8]([NH:10][C:11]4[CH:16]=[CH:15][C:14]([CH:17]([CH3:19])[CH3:18])=[CH:13][CH:12]=4)=[O:9])=[CH:6][CH:5]=[CH:4][N:3]=3)[CH:29]=2)[CH:25]=[N:26]1 |f:4.5|. Procedure: A mixture of (2-chloro(3-pyridyl))-N-(4-isopropylphenyl)carboxamide (1.5 g, Step A) and 6-aminoindazole (880 mg) was heated at 160° C. in NMP for 3 h. The reaction was cooled and diluted with CH2Cl2 and washed with water twice, followed by brine. The organic layer was dried with Na2SO4 and evaporated under reduced pressure. The residue was purified by column chromatography with 35% EtOAc/Hexane and further mixed with MeOH and 1 N HCl/Et2O (3 ml). The solution was evaporated to furnish the titled... Starting materials: C1CO1, CCCCCCCCO, CC1CCC2NC(C)(C)CC(C)C2C1, [H][H]. Yields the product CC1CCC2C(C1)C(C)CC(C)(C)N2CCO. As a reaction SMILES: [CH2:15]1[CH2:16][O:17]1.[CH2:20]([OH:21])[CH2:22][CH2:23][CH2:24][CH2:25][CH2:26][CH2:27][CH3:28].[CH3:1][C:2]1([CH3:14])[NH:3][CH:4]2[CH2:5][CH2:6][CH:7]([CH3:13])[CH2:8][CH:9]2[CH:10]([CH3:12])[CH2:11]1.[H:18][H:19]>>[CH3:1][C:2]1([CH3:14])[N:3]([CH2:15][CH2:16][OH:17])[CH:4]2[CH2:5][CH2:6][CH:7]([CH3:13])[CH2:8][CH:9]2[CH:10]([CH3:12])[CH2:11]1. The reactants are ClCCOC=1C=CC2=C(OC3=C2C=CC(=C3)Cl)C1 (1-chloro-2-(7-chlorodibenzofuran-3-yloxy)-ethane), N1C=NC=C1 (imidazole). Reagents/catalysts: [I-].[K+] (potassium iodide). The solvent is CN(C=O)C (dimethylformamide). Conditions: temperature 110 celsius, time 16 hour. The product is ClC1=CC2=C(C3=C(O2)C=C(C=C3)OCCN3C=NC=C3)C=C1 (N-[2-(7-chlorodibenzofuran-3-yloxy)-ethyl]-imidazole). The yield is 70.3%. Reaction SMILES: Cl[CH2:2][CH2:3][O:4][C:5]1[CH:6]=[CH:7][C:8]2[C:12]3[CH:13]=[CH:14][C:15]([Cl:17])=[CH:16][C:11]=3[O:10][C:9]=2[CH:18]=1.[NH:19]1[CH:23]=[CH:22][N:21]=[CH:20]1>CN(C)C=O.[I-].[K+]>[Cl:17][C:15]1[CH:14]=[CH:13][C:12]2[C:8]3[CH:7]=[CH:6][C:5]([O:4][CH2:3][CH2:2][N:19]4[CH:23]=[CH:22][N:21]=[CH:20]4)=[CH:18][C:9]=3[O:10][C:11]=2[CH:16]=1 |f:3.4|. Reported procedure: 0.5 g of potassium iodide was added to 19.6 g (0.06 mole) of 1-chloro-2-(7-chlorodibenzofuran-3-yloxy)-ethane and 16.4 g (0.24 mole) of imidazole in 50 ml of dimethylformamide, and the mixture was stirred for 16 hours at 110° C., cooled and then evaporated down under reduced pressure. The residue was partitioned between 100 ml of water and 1 liter of methylene chloride, and 20 ml of 50% strength sodium hydroxide solution were added, while cooling with ice. The organic layer was separated off, wa...